This data is from the Open Reaction Database (ORD), a public repository of structured organic reaction records. The task is: describe an organic reaction: reactants, conditions, products, and yield Reactants: CC(C)N(C)C(=O)CSc1cncc(Cl)c1CO, ClCc1c(Cl)cncc1Cl, O=S(Cl)Cl. Yields the product CC(C)N(C)C(=O)CSc1cncc(Cl)c1CCl. RXN SMILES: [Cl:1][c:2]1[c:3]([CH2:17][OH:18])[c:4]([S:8][CH2:9][C:10](=[O:11])[N:12]([CH3:13])[CH:14]([CH3:15])[CH3:16])[cH:5][n:6][cH:7]1.[Cl:23][c:24]1[cH:25][n:26][cH:27][c:28]([Cl:29])[c:30]1[CH2:31][Cl:32].[S:19]([Cl:20])([Cl:21])=[O:22]>>[Cl:1][c:2]1[c:3]([CH2:17][Cl:21])[c:4]([S:8][CH2:9][C:10](=[O:11])[N:12]([CH3:13])[CH:14]([CH3:15])[CH3:16])[cH:5][n:6][cH:7]1.